Dataset: the Open Reaction Database (ORD), a public repository of structured organic reaction records. Task: describe an organic reaction: reactants, conditions, products, and yield The reactants are COCCOCCOC, CC(C)=CC(O)(c1ccccc1O)c1ncccc1C. Yields the product Cc1cccnc1C1=CC(C)(C)Oc2ccccc21. As a reaction SMILES: [CH3:21][O:22][CH2:23][CH2:24][O:25][CH2:26][CH2:27][O:28][CH3:29].[OH:1][c:2]1[c:3]([C:8]([CH:9]=[C:10]([CH3:11])[CH3:12])([OH:13])[c:14]2[n:15][cH:16][cH:17][cH:18][c:19]2[CH3:20])[cH:4][cH:5][cH:6][cH:7]1>>[O:1]1[c:2]2[c:3]([cH:4][cH:5][cH:6][cH:7]2)[C:8]([c:14]2[n:15][cH:16][cH:17][cH:18][c:19]2[CH3:20])=[CH:9][C:10]1([CH3:11])[CH3:12]. The reactants are C(=O)(OC(C)(C)C)N1CCC2=CC(=CC=C12)\C(=C/C(=O)OCC)\C (ethyl 3-(1-boc-2,3-dihydro-1H-indol-5-yl)crotonate), C(=O)[O-].[NH4+] (ammonium formate). Reagents/catalysts: [Pd] (Palladium on charcoal). Solvent: C(C)O (ethanol). Run at temperature 60 celsius, time 1 hour. The product is C(=O)(OC(C)(C)C)N1CCC2=CC(=CC=C12)C(CC(=O)OCC)C ((R/S) Ethyl 3-(1-boc-2,3-Dihydro-1H-indol-5-yl)butyrate). The yield is 96.8%. As a reaction SMILES: [C:1]([N:8]1[C:16]2[C:11](=[CH:12][C:13](/[C:17](/[CH3:24])=[CH:18]\[C:19]([O:21][CH2:22][CH3:23])=[O:20])=[CH:14][CH:15]=2)[CH2:10][CH2:9]1)([O:3][C:4]([CH3:7])([CH3:6])[CH3:5])=[O:2].C([O-])=O.[NH4+]>C(O)C.[Pd]>[C:1]([N:8]1[C:16]2[C:11](=[CH:12][C:13]([CH:17]([CH3:24])[CH2:18][C:19]([O:21][CH2:22][CH3:23])=[O:20])=[CH:14][CH:15]=2)[CH2:10][CH2:9]1)([O:3][C:4]([CH3:7])([CH3:6])[CH3:5])=[O:2] |f:1.2|. Procedure details: A mixture of ethyl 3-(1-boc-2,3-dihydro-1H-indol-5-yl)crotonate (11.4 g, Reference Example 7) and ammonium formate (about 30 g) in ethanol (about 200 ml) was warmed in an oil-bath to 60° C. Palladium on charcoal (10%, about 1 g) was added in one portion under a blanket of nitrogen—effervescence began almost immediately. The mixture was stirred at about 60° C. for about one hour, then cooled to room temperature and filtered through Celite. The filtrate was evaporated and the residue was partition... Starting materials: NCCO, C1COCCO1, O=C(Cl)c1cc2ccc(O)cc2oc1=O. Product: O=C(NCCO)c1cc2ccc(O)cc2oc1=O. Reaction SMILES: [NH2:1][CH2:2][CH2:3][OH:4].[O:20]1[CH2:21][CH2:22][O:23][CH2:24][CH2:25]1.[OH:5][c:6]1[cH:7][cH:8][c:9]2[cH:10][c:11]([C:17](=[O:18])[Cl:19])[c:12](=[O:16])[o:13][c:14]2[cH:15]1>>[NH:1]([CH2:2][CH2:3][OH:4])[C:17]([c:11]1[cH:10][c:9]2[cH:8][cH:7][c:6]([OH:5])[cH:15][c:14]2[o:13][c:12]1=[O:16])=[O:18]. The reactants are NC1=C(N=NN1[C@@H]1[C@@H](OC(C)=O)[C@@H](OC(C)=O)[C@@H](O1)COC(C)=O)C(=O)N (5-Amino-1-(2′,3′,5′-tri-O-acetyl-β-L-ribofuranosyl)triazole-4-carboxamide), C8H13N5O5. Run in N (ammonia). Reaction conditions: time 16 hour. The product is NC1=C(N=NN1[C@@H]1[C@@H](O)[C@@H](O)[C@@H](O1)CO)C(=O)N (5-Amino-1-β-L-(+)-ribofuranosyltriazole-4-carboxamide). RXN SMILES: [NH2:1][C:2]1[N:6]([C@H:7]2[O:19][C@@H:18]([CH2:20][O:21]C(=O)C)[C@H:13]([O:14]C(=O)C)[C@@H:8]2[O:9]C(=O)C)[N:5]=[N:4][C:3]=1[C:25]([NH2:27])=[O:26]>N>[NH2:1][C:2]1[N:6]([C@H:7]2[O:19][C@@H:18]([CH2:20][OH:21])[C@H:13]([OH:14])[C@@H:8]2[OH:9])[N:5]=[N:4][C:3]=1[C:25]([NH2:27])=[O:26]. Procedure: Compound 36 (0.5 g, 1.29 mmol) was dissolved in methanolic ammonia (50 mL, sat. at 0° C.). The reaction mixture was stirred at room temperature for 16 h and evaporated to dryness. The residue was triturated thrice with EtOAc and the solid was crystallized from minimum amount of dry EtOH to yield colorless solid: mp 159-161° C.; 1H NMR (Me2SO-d6) δ3.40-3.52 (m, 2H, C5′H), 3.93 (m, 1H, C4′H), 4.19 (m, 1H, C3′H), 4.46 (m, 1H, C2′H) 4.74, 5.22, 5.62 (m, 3H, 3 OH, D2O exchangeable), 5.84 (d, 1H, J=3.... The reactants are C([O-])(O)=O.[Na+] (sodium bicarbonate), C(C1=CC=CC=C1)OC1=C(C=CC(=C1)[N+](=O)[O-])OC (2-(benzyloxy)-1-methoxy-4-nitrobenzene), C(C)(=O)OCC (ethyl acetate), O.[Sn](Cl)Cl (tin(II) chloride hydrate). Solvent: O (water), C(C)O (ethanol). Conditions: time 2 day. Yields the product C(C1=CC=CC=C1)OC=1C=C(C=CC1OC)N (3-Benzyloxy-4-methoxy-phenylamine). Reaction SMILES: [CH2:1]([O:8][C:9]1[CH:14]=[C:13]([N+:15]([O-])=O)[CH:12]=[CH:11][C:10]=1[O:18][CH3:19])[C:2]1[CH:7]=[CH:6][CH:5]=[CH:4][CH:3]=1.C(OCC)(=O)C.O.[Sn](Cl)Cl.C(=O)(O)[O-].[Na+]>O.C(O)C>[CH2:1]([O:8][C:9]1[CH:14]=[C:13]([NH2:15])[CH:12]=[CH:11][C:10]=1[O:18][CH3:19])[C:2]1[CH:3]=[CH:4][CH:5]=[CH:6][CH:7]=1 |f:2.3,4.5|. Procedure: To a solution of 2-(benzyloxy)-1-methoxy-4-nitrobenzene (35.35 g, 136 mmol) in 1:1 ethyl acetate: ethanol (640 mL) at 80° C. is added tin(II) chloride hydrate in portions over 25 minutes. The mixture is heated at this temperature for 5 h. The mixture is allowed to cool to room temperature and stirred for 2 days. The mixture is poured into water (1 L) and neutralized with solid sodium bicarbonate. The mixture is extracted three times with ethyl acetate. The combined organic extracts are washed wi... Starting materials: C(C)(C)O (isopropanol), BrC1=CC(=C(C=C1)OC)OCC (4-bromo-2-ethoxy-1-methoxy-benzene), C(CCC)[Li] (n-butyllithium), C(C1=CC=CC=C1)OC=1C=C(C=O)C=CC1OC (3-benzyloxy-4-methoxy-benzaldehyde). The solvent is C1CCOC1 (THF), C1CCOC1 (THF), O (water). Conditions: temperature -78 celsius, time 20 minute. Product: C(C1=CC=CC=C1)OC=1C=C(C=CC1OC)C(O)C1=CC(=C(C=C1)OC)OCC ((3-benzyloxy-4-methoxy-phenyl)-(3-ethoxy-4-methoxy-phenyl)-methanol). Isolated yield 89.3%. As a reaction SMILES: Br[C:2]1[CH:7]=[CH:6][C:5]([O:8][CH3:9])=[C:4]([O:10][CH2:11][CH3:12])[CH:3]=1.C([Li])CCC.[CH2:18]([O:25][C:26]1[CH:27]=[C:28]([CH:31]=[CH:32][C:33]=1[O:34][CH3:35])[CH:29]=[O:30])[C:19]1[CH:24]=[CH:23][CH:22]=[CH:21][CH:20]=1.C(O)(C)C>C1COCC1.O>[CH2:18]([O:25][C:26]1[CH:27]=[C:28]([CH:29]([C:2]2[CH:7]=[CH:6][C:5]([O:8][CH3:9])=[C:4]([O:10][CH2:11][CH3:12])[CH:3]=2)[OH:30])[CH:31]=[CH:32][C:33]=1[O:34][CH3:35])[C:19]1[CH:20]=[CH:21][CH:22]=[CH:23][CH:24]=1. Procedure details: A stirred mixture of 4-bromo-2-ethoxy-1-methoxy-benzene (5.25 g, 22.7 mmol) and dry THF (50 mL) was cooled to −78° C., evacuated and refilled with nitrogen for 10 cycles. To this clear solution was slowly added n-butyllithium (9.1 mL, 22.7 mmol) and stirred for 20 min. Then a mixture of 3-benzyloxy-4-methoxy-benzaldehyde (5.0 g, 20.6 mmol) in dry THF (20 mL) was added and stirred for 1 hour at −78° C. The mixture was quenched with isopropanol (9.4 mL, 248 mmol) and added water (50 mL). The mixtu... Starting materials: BrC=1C=C(COCCO)C=CC1 (2-(3-bromobenzyloxy)ethanol), C1(C=2C(C(N1)=O)=CC=CC2)=O (phthalimide). Product: BrC=1C=C(COCCN2C(C3=CC=CC=C3C2=O)=O)C=CC1 (2-(2-(3-bromobenzyloxy)ethyl)isoindoline-1,3-dione). Reaction SMILES: [Br:1][C:2]1[CH:3]=[C:4]([CH:10]=[CH:11][CH:12]=1)[CH2:5][O:6][CH2:7][CH2:8]O.[C:13]1(=[O:23])[NH:17][C:16](=[O:18])[C:15]2=[CH:19][CH:20]=[CH:21][CH:22]=[C:14]12>>[Br:1][C:2]1[CH:3]=[C:4]([CH:10]=[CH:11][CH:12]=1)[CH2:5][O:6][CH2:7][CH2:8][N:17]1[C:13](=[O:23])[C:14]2[C:15](=[CH:19][CH:20]=[CH:21][CH:22]=2)[C:16]1=[O:18]. Procedure: Mitsunobu reaction of 2-(3-bromobenzyloxy)ethanol and phthalimide following the method used in Example 134 gives 2-(2-(3-bromobenzyloxy)ethyl)isoindoline-1,3-dione.